Dataset: the Open Reaction Database (ORD), a public repository of structured organic reaction records. Task: describe an organic reaction: reactants, conditions, products, and yield The reactants are COC(=O)C=1C(=CC=C(C1)C(N)=S)C1=C(C=CC=C1)[N+](=O)[O-] (2′-nitro-4-thiocarbamoyl-biphenyl-2-carboxylic acid methyl ester), COC(=O)C=1C(=CC=C(C1)C(N)=S)C1=C(C=CC=C1)[N+](=O)[O-] (2′-nitro-4-thiocarbamoyl-biphenyl-2-carboxylic acid methyl ester), COC1=CC=CC(=C1)C(=O)CBr (3′-methoxyphenacyl bromide). The product is COC=1C=C(C=CC1)C=1N=C(SC1)C=1C=C(C(=CC1)C1=C(C=CC=C1)[N+](=O)[O-])C(=O)O (4-[4-(3-Methoxy-phenyl)-thiazol-2-yl]-2′-nitro-biphenyl-2-carboxylic acid). The yield is 54.0%. RXN SMILES: C[O:2][C:3]([C:5]1[C:6]([C:14]2[CH:19]=[CH:18][CH:17]=[CH:16][C:15]=2[N+:20]([O-:22])=[O:21])=[CH:7][CH:8]=[C:9]([C:11](=[S:13])[NH2:12])[CH:10]=1)=[O:4].[CH3:23][O:24][C:25]1[CH:30]=[C:29]([C:31]([CH2:33]Br)=O)[CH:28]=[CH:27][CH:26]=1>>[CH3:23][O:24][C:25]1[CH:30]=[C:29]([C:31]2[N:12]=[C:11]([C:9]3[CH:10]=[C:5]([C:3]([OH:2])=[O:4])[C:6]([C:14]4[CH:19]=[CH:18][CH:17]=[CH:16][C:15]=4[N+:20]([O-:22])=[O:21])=[CH:7][CH:8]=3)[S:13][CH:33]=2)[CH:28]=[CH:27][CH:26]=1. Procedure details: 4-[4-(3-Methoxy-phenyl)-thiazol-2-yl]-2′-nitro-biphenyl-2-carboxylic acid (148 mg, 54%) was prepared from 2′-nitro-4-thiocarbamoyl-biphenyl-2-carboxylic acid methyl ester (which may be prepared as described for Intermediate 4) and 3′-methoxyphenacyl bromide (available from Aldrich Chemical Company, Inc.) using the procedure described for the preparation of Example 1. 1H NMR (300 MHz, DMSO-d6) δ 8.56 (d, J=1.9 Hz, 1H), 8.30 (s, 1H), 8.27 (dd, J=6.0, 2.0 Hz, 1H), 8.15 (dd, J=8.1, 1.1 Hz, 1H), 7.76... The reactants are COc1ccc(C2OC2c2ccc(OC)c(OCc3ccccc3)c2)cc1OCc1ccccc1, N. Yields the product COc1ccc(C(N)C(O)c2ccc(OC)c(OCc3ccccc3)c2)cc1OCc1ccccc1. Reaction SMILES: [CH2:1]([c:2]1[cH:3][cH:4][cH:5][cH:6][cH:7]1)[O:8][c:9]1[cH:10][c:11]([CH:17]2[CH:18]([c:19]3[cH:20][c:21]([O:27][CH2:28][c:29]4[cH:30][cH:31][cH:32][cH:33][cH:34]4)[c:22]([O:25][CH3:26])[cH:23][cH:24]3)[O:35]2)[cH:12][cH:13][c:14]1[O:15][CH3:16].[NH3:36]>>[CH2:1]([c:2]1[cH:3][cH:4][cH:5][cH:6][cH:7]1)[O:8][c:9]1[cH:10][c:11]([CH:17]([CH:18]([c:19]2[cH:20][c:21]([O:27][CH2:28][c:29]3[cH:30][cH:31][cH:32][cH:33][cH:34]3)[c:22]([O:25][CH3:26])[cH:23][cH:24]2)[NH2:36])[OH:35])[cH:12][cH:13][c:14]1[O:15][CH3:16]. Isolated yield 33.0%. Reactants: C24H24N6O2S, CN1C(=NC2=C1C=CC(=C2)S(=O)(=O)N2CC1=CC=CC=C1C2)CNC2=CC=C(C=C2)C#N (1-methyl-2-[N-(4-cyanophenyl)-aminomethyl]-5-(isoindolin-2-yl-sulphonyl)-benzimidazole), Cl (hydrochloric acid), C([O-])([O-])=O.[NH4+].[NH4+] (ammonium carbonate). Procedure details: Prepared analogously to Example 25d from 1-methyl-2-[N-(4-cyanophenyl)-aminomethyl]-5-(isoindolin-2-yl-sulphonyl)-benzimidazole and ethanolic hydrochloric acid, ethanol and ammonium carbonate. Yield: 33% of theory, Rf value: 0.32 (silica gel; dichloromethane/methanol=4:1) C24H24N6O2S (460.6) EKA mass spectrum: (M+H)+ =461 Yields the product Cl.CN1C(=NC2=C1C=CC(=C2)S(=O)(=O)N2CC1=CC=CC=C1C2)CNC2=CC=C(C=C2)C(N)=N (1-Methyl-2-[N-(4-amidinophenyl)-aminomethyl]-5-(isoindolin-2-yl-sulphonyl)-benzimidazol-hydrochloride). As a reaction SMILES: [CH3:1][N:2]1[C:6]2[CH:7]=[CH:8][C:9]([S:11]([N:14]3[CH2:22][C:21]4[C:16](=[CH:17][CH:18]=[CH:19][CH:20]=4)[CH2:15]3)(=[O:13])=[O:12])=[CH:10][C:5]=2[N:4]=[C:3]1[CH2:23][NH:24][C:25]1[CH:30]=[CH:29][C:28]([C:31]#[N:32])=[CH:27][CH:26]=1.[ClH:33].C(=O)([O-])[O-].[NH4+:38].[NH4+]>C(O)C>[ClH:33].[CH3:1][N:2]1[C:6]2[CH:7]=[CH:8][C:9]([S:11]([N:14]3[CH2:22][C:21]4[C:16](=[CH:17][CH:18]=[CH:19][CH:20]=4)[CH2:15]3)(=[O:12])=[O:13])=[CH:10][C:5]=2[N:4]=[C:3]1[CH2:23][NH:24][C:25]1[CH:26]=[CH:27][C:28]([C:31](=[NH:38])[NH2:32])=[CH:29][CH:30]=1 |f:2.3.4,6.7|. Run in C(C)O (ethanol).